Dataset: the Open Reaction Database (ORD), a public repository of structured organic reaction records. Task: describe an organic reaction: reactants, conditions, products, and yield Reactants: ClCCl, C=C(C)C(C(=O)OC)N1C(=O)C(NC(=O)COc2ccccc2)C1SNc1ccccc1. Product: COC(=O)C1N2C(=O)C(NC(=O)COc3ccccc3)C2SCC1(C)Cl. As a reaction SMILES: [CH2:33]([Cl:34])[Cl:35].[O:1]=[C:2]1[N:3]([CH:25]([C:26](=[O:27])[O:28][CH3:29])[C:30](=[CH2:31])[CH3:32])[CH:4]([S:17][NH:18][c:19]2[cH:20][cH:21][cH:22][cH:23][cH:24]2)[CH:5]1[NH:6][C:7]([CH2:8][O:9][c:10]1[cH:11][cH:12][cH:13][cH:14][cH:15]1)=[O:16]>>[O:1]=[C:2]1[N:3]2[CH:4]([CH:5]1[NH:6][C:7]([CH2:8][O:9][c:10]1[cH:11][cH:12][cH:13][cH:14][cH:15]1)=[O:16])[S:17][CH2:31][C:30]([CH3:32])([Cl:34])[CH:25]2[C:26](=[O:27])[O:28][CH3:29]. Starting materials: CN(C)c1nc(C(F)(F)F)ccc1C=CC(=O)O, Cl, CS(=O)(=O)Nc1c(F)cc(CN)cc1C#N, O=C(O)C=Cc1ccc(C(F)(F)F)nc1N1CCOCC1. Product: CS(=O)(=O)Nc1c(F)cc(CNC(=O)C=Cc2ccc(C(F)(F)F)nc2N2CCOCC2)cc1C#N. Reaction SMILES: [CH3:18][N:19]([CH3:20])[c:21]1[c:22]([CH:23]=[CH:24][C:25]([OH:26])=[O:27])[cH:28][cH:29][c:30]([C:31]([F:32])([F:33])[F:34])[n:35]1.[ClH:17].[NH2:1][CH2:2][c:3]1[cH:4][c:5]([F:16])[c:6]([NH:11][S:12](=[O:13])(=[O:14])[CH3:15])[c:7]([C:9]#[N:10])[cH:8]1.[O:36]1[CH2:37][CH2:38][N:39]([c:42]2[n:43][c:44]([C:53]([F:54])([F:55])[F:56])[cH:45][cH:46][c:47]2[CH:48]=[CH:49][C:50](=[O:51])[OH:52])[CH2:40][CH2:41]1>>[NH:1]([CH2:2][c:3]1[cH:4][c:5]([F:16])[c:6]([NH:11][S:12](=[O:13])(=[O:14])[CH3:15])[c:7]([C:9]#[N:10])[cH:8]1)[C:50]([CH:49]=[CH:48][c:47]1[c:42]([N:39]2[CH2:38][CH2:37][O:36][CH2:41][CH2:40]2)[n:43][c:44]([C:53]([F:54])([F:55])[F:56])[cH:45][cH:46]1)=[O:51]. Reactants: [H-].[Na+] (NaH), O=C(CC(=O)OC)CCCC (methyl 3-oxoheptanoate), [NH4+].[Cl-] (NH4Cl), Cl (HCl), P(=O)(OCC)(OCC)Cl (Diethyl chlorophosphate). Run in CCOCC (ether), CCOCC (ether). Reaction conditions: time 30 minute. Product: C(C)OP(=O)(OCC)O\C(=C/C(=O)OC)\CCCC (methyl (2Z)-3-[(diethoxyphosphoryl)oxy]hept-2-enoate). Yield: 91.7%. As a reaction SMILES: [H-].[Na+].[O:3]=[C:4]([CH2:10][CH2:11][CH2:12][CH3:13])[CH2:5][C:6]([O:8][CH3:9])=[O:7].[P:14](Cl)([O:19][CH2:20][CH3:21])([O:16][CH2:17][CH3:18])=[O:15].[NH4+].[Cl-].Cl>CCOCC>[CH2:17]([O:16][P:14]([O:3]/[C:4](/[CH2:10][CH2:11][CH2:12][CH3:13])=[CH:5]\[C:6]([O:8][CH3:9])=[O:7])([O:19][CH2:20][CH3:21])=[O:15])[CH3:18] |f:0.1,4.5|. Procedure details: To NaH (60% in mineral oil, 2.8 g, 70 mmol) suspension in ether at 0° C. was added methyl 3-oxoheptanoate (10 g, 63 mmol) in anhydrous ether (50 mL) dropwise under Ar. The reaction mixture was stirred for 30 minutes. Diethyl chlorophosphate (9.6 mL, 67 mmol) was added dropwise under Ar at 0° C. The reaction mixture was stirred overnight allowing warm to room temperature. Saturated aqueous NH4Cl (22 mL) was added to quench the reaction. The mixture was then acidified with 1.0 N HCl. After separat... Reactants: C(C)(=O)O (acetic acid), C(C)(=O)O[BH-](OC(C)=O)OC(C)=O.[Na+] (sodium triacetoxyborohydride), FC(C(=O)O)(F)F.ClC1=CC=C(C(=O)N2CC(N(C3=C(C2)C=CC=C3)CC3CCNCC3)=O)C=C1 (4-(4-chlorobenzoyl)-1-(4-piperidinylmethyl)-1,3,4,5-tetrahydrobenzo[e][1,4]diazepin-2-on trifluoroacetate), CC(=O)C (acetone). Run in ClCCl (dichloromethane), ClCCl (dichloromethane). Conditions: time 30 minute. Yields the product FC(C(=O)O)(F)F.ClC1=CC=C(C(=O)N2CC(N(C3=C(C2)C=CC=C3)CC3CCN(CC3)C(C)C)=O)C=C1 (4-(4-chlorobenzoyl)-1-[(1-isopropyl-4-piperidinyl)methyl]-1,3,4,5-tetrahydrobenzo[e][1,4]diazepin-2-on trifluoroacetate). Reaction SMILES: [F:1][C:2]([F:7])([F:6])[C:3]([OH:5])=[O:4].[Cl:8][C:9]1[CH:35]=[CH:34][C:12]([C:13]([N:15]2[CH2:21][C:20]3[CH:22]=[CH:23][CH:24]=[CH:25][C:19]=3[N:18]([CH2:26][CH:27]3[CH2:32][CH2:31][NH:30][CH2:29][CH2:28]3)[C:17](=[O:33])[CH2:16]2)=[O:14])=[CH:11][CH:10]=1.[CH3:36][C:37]([CH3:39])=O.C(O)(=O)C.C(O[BH-](OC(=O)C)OC(=O)C)(=O)C.[Na+]>ClCCl>[F:1][C:2]([F:7])([F:6])[C:3]([OH:5])=[O:4].[Cl:8][C:9]1[CH:10]=[CH:11][C:12]([C:13]([N:15]2[CH2:21][C:20]3[CH:22]=[CH:23][CH:24]=[CH:25][C:19]=3[N:18]([CH2:26][CH:27]3[CH2:28][CH2:29][N:30]([CH:37]([CH3:39])[CH3:36])[CH2:31][CH2:32]3)[C:17](=[O:33])[CH2:16]2)=[O:14])=[CH:34][CH:35]=1 |f:0.1,4.5,7.8|. Procedure details: 0.08 mmol of 4-(4-chlorobenzoyl)-1-(4-piperidinylmethyl)-1,3,4,5-tetrahydrobenzo[e][1,4]diazepin-2-on trifluoroacetate obtained in Example 140 and 7 mg (0.12 mmol) of acetone were dissolved in 3 ml of dichloromethane. 12 mg (0.20 mmol) of acetic acid was added to the obtained solution. After stirring at room temperature for 30 minutes. 53 mg (0.25 mmol) of sodium triacetoxyborohydride was added to the obtained mixture, and they were stirred at room temperature overnight. After the treatment with... Reactants: ClC1=NC=NC2=CC(=C(C=C12)OC(C)=O)OC (acetic acid 4-chloro-7-methoxy-6-quinazolinyl ester), CC(=O)C1=CC(=CC=C1)N (3-aminoacetophenone). Run in C(C)(C)O (isopropanol). The product is Cl.C(C)(=O)C=1C=C(C=CC1)NC1=NC=NC2=CC(=C(C=C12)OC(C)=O)OC (acetic acid 4-(3-acetylphenylamino)-7-methoxy-6-quinazolinyl ester hydrochloride). The yield is 83.3%. RXN SMILES: [Cl:1][C:2]1[C:11]2[C:6](=[CH:7][C:8]([O:16][CH3:17])=[C:9]([O:12][C:13](=[O:15])[CH3:14])[CH:10]=2)[N:5]=[CH:4][N:3]=1.[CH3:18][C:19]([C:21]1[CH:26]=[CH:25][CH:24]=[C:23]([NH2:27])[CH:22]=1)=[O:20]>C(O)(C)C>[ClH:1].[C:19]([C:21]1[CH:22]=[C:23]([NH:27][C:2]2[C:11]3[C:6](=[CH:7][C:8]([O:16][CH3:17])=[C:9]([O:12][C:13](=[O:15])[CH3:14])[CH:10]=3)[N:5]=[CH:4][N:3]=2)[CH:24]=[CH:25][CH:26]=1)(=[O:20])[CH3:18] |f:3.4|. Reported procedure: A solution (200 mL) of acetic acid 4-chloro-7-methoxy-6-quinazolinyl ester [described in U.S. Pat. Nos. 5,770,599 and 5,770,603] (3.74 g, 14.8 mmol) and 3-aminoacetophenone (2.0 g, 14.8 mmol) in isopropanol was heated under reflux for 5 hrs. After allowing to stand to cool, the precipitate was collected by filtration to give acetic acid 4-(3-acetylphenylamino)-7-methoxy-6-quinazolinyl ester hydrochloride (4.78 g, yield as monohydrochloride 83%). To a solution (100 mL) of this compound (3.0 g, 7....